Dataset: the Open Reaction Database (ORD), a public repository of structured organic reaction records. Task: describe an organic reaction: reactants, conditions, products, and yield Reactants: CC(=O)OC(C)=O, O=C(CC(=O)C1CC1)c1ccc(Cl)c(Cn2nnn(C3CC3)c2=O)c1Cl, CCOC(OCC)OCC. Product: CCOC=C(C(=O)c1ccc(Cl)c(Cn2nnn(C3CC3)c2=O)c1Cl)C(=O)C1CC1. As a reaction SMILES: [CH3:37][C:38]([O:39][C:40](=[O:41])[CH3:42])=[O:43].[CH:1]1([C:4]([CH2:5][C:6](=[O:7])[c:8]2[c:9]([Cl:25])[c:10]([CH2:15][n:16]3[n:17][n:18][n:19]([CH:22]4[CH2:23][CH2:24]4)[c:20]3=[O:21])[c:11]([Cl:14])[cH:12][cH:13]2)=[O:26])[CH2:2][CH2:3]1.[CH:27]([O:28][CH2:29][CH3:30])([O:31][CH2:32][CH3:33])[O:34][CH2:35][CH3:36]>>[CH:1]1([C:4]([C:5]([C:6](=[O:7])[c:8]2[c:9]([Cl:25])[c:10]([CH2:15][n:16]3[n:17][n:18][n:19]([CH:22]4[CH2:23][CH2:24]4)[c:20]3=[O:21])[c:11]([Cl:14])[cH:12][cH:13]2)=[CH:27][O:28][CH2:29][CH3:30])=[O:26])[CH2:2][CH2:3]1. RXN SMILES: [CH2:1]([N:3]1[CH2:9][CH2:8][C:7](=[C:10]=[N:11]O)[CH:6]([Cl:13])[CH2:5][CH2:4]1)[CH3:2].P(Cl)(Cl)(Cl)=O>>[CH2:1]([N:3]1[CH2:9][CH2:8][C:7]([C:10]#[N:11])=[C:6]([Cl:13])[CH2:5][CH2:4]1)[CH3:2]. Procedure details: This compound was prepared from 1-ethyl-4-chloro-2,3,6,7-tetrahydro-5-oximinomethylene-1H-azepine and phosphorus oxychloride analogous to Example E. The product is C(C)N1CCC(=C(CC1)C#N)Cl (1-Ethyl-4-chloro-5-cyano-2,3,6,7-tetrahydro-1H-azepine). The reactants are C(C)N1CCC(C(CC1)=C=NO)Cl (1-ethyl-4-chloro-2,3,6,7-tetrahydro-5-oximinomethylene-1H-azepine), P(=O)(Cl)(Cl)Cl (phosphorus oxychloride). The reactants are [BH3-]C#N, CO, CC(=O)O, Cl, O=Cc1csc2cc(F)ccc12, O=S(=O)(CC1CNC1)c1ccc(F)cc1, [Na+]. The product is O=S(=O)(CC1CN(Cc2csc3cc(F)ccc23)C1)c1ccc(F)cc1. Reaction SMILES: [C:1]([BH3-:2])#[N:3].[CH3:33][OH:34].[CH3:35][C:36](=[O:37])[OH:38].[ClH:5].[F:21][c:22]1[cH:23][c:24]2[c:25]([c:26]([CH:29]=[O:30])[cH:27][s:28]2)[cH:31][cH:32]1.[F:6][c:7]1[cH:8][cH:9][c:10]([S:13](=[O:14])(=[O:15])[CH2:16][CH:17]2[CH2:18][NH:19][CH2:20]2)[cH:11][cH:12]1.[Na+:4]>>[F:6][c:7]1[cH:8][cH:9][c:10]([S:13](=[O:14])(=[O:15])[CH2:16][CH:17]2[CH2:18][N:19]([CH2:29][c:26]3[c:25]4[c:24]([cH:23][c:22]([F:21])[cH:32][cH:31]4)[s:28][cH:27]3)[CH2:20]2)[cH:11][cH:12]1. The reactants are C(C1=CC=CC=C1)(=O)OCC=O (2-benzoyloxyacetaldehyde), C(CS)S (1,2-ethanedithiol), acid. Solvent: C1(=CC=CC=C1)C (toluene). Yields the product C(C1=CC=CC=C1)(=O)OCC1SCCS1 (2-BENZOYLOXYMETHYL-1,3-DITHIOLANE). Reaction SMILES: [C:1]([O:9][CH2:10][CH:11]=O)(=[O:8])[C:2]1[CH:7]=[CH:6][CH:5]=[CH:4][CH:3]=1.[CH2:13]([SH:16])[CH2:14][SH:15]>C1(C)C=CC=CC=1>[C:1]([O:9][CH2:10][CH:11]1[S:16][CH2:13][CH2:14][S:15]1)(=[O:8])[C:2]1[CH:7]=[CH:6][CH:5]=[CH:4][CH:3]=1. Reported procedure: A mixture of 2-benzoyloxyacetaldehyde (example (5.65 g), 1,2-ethanedithiol (3 ml) and paratoluenesulfonic acid (200 mg) in toluene (250 ml) was heated at refluxing under water removal conditions using a Dean Stark apparatus for 4 hours. The mixture was cooled to room temperature, washed first with saturated aqueous NaHCO3 solution (1×60 ml), then with water (2×60 ml), and dried over reduced pressure. The residue was purified by chromatography on silica gel using hexane:ethyl acetate (9:1) as elu... The reactants are C1COCCOCCOCCOCCOCCO1 (18-crown-6), COC(=O)CP(OCC(F)(F)F)(OCC(F)(F)F)=O (bis(2,2,2-trifluoroethyl) (methoxycarbonylmethyl)phosphonate), C[Si](C)(C)[N-][Si](C)(C)C.[K+] (Potassium bis(trimethylsilyl)amide), C(=O)C1=C(C(=O)OC(C)C)C(=CC=C1)C(F)(F)F (isopropyl 2-formyl-6-(trifluoromethyl)benzoate). Solvent: C1CCOC1 (THF), C1(=CC=CC=C1)C (toluene), C1CCOC1 (THF). Reaction conditions: temperature -78 celsius, time 1 hour. The product is COC(\C=C/C1=C(C(=O)OC(C)C)C(=CC=C1)C(F)(F)F)=O ((Z)-isopropyl 2-(3-methoxy-3-oxoprop-1-enyl)-6-(trifluoromethyl)benzoate). Isolated yield 142.1%. RXN SMILES: C1OCCOCCOCCOCCOCCOC1.[CH3:19][O:20][C:21]([CH2:23]P(=O)(OCC(F)(F)F)OCC(F)(F)F)=[O:22].C[Si]([N-][Si](C)(C)C)(C)C.[K+].[CH:48]([C:50]1[CH:61]=[CH:60][CH:59]=[C:58]([C:62]([F:65])([F:64])[F:63])[C:51]=1[C:52]([O:54][CH:55]([CH3:57])[CH3:56])=[O:53])=O>C1COCC1.C1(C)C=CC=CC=1>[CH3:19][O:20][C:21](=[O:22])/[CH:23]=[CH:48]\[C:50]1[CH:61]=[CH:60][CH:59]=[C:58]([C:62]([F:65])([F:64])[F:63])[C:51]=1[C:52]([O:54][CH:55]([CH3:57])[CH3:56])=[O:53] |f:2.3|. Procedure details: To a solution of 18-crown-6 (9.1 g, 34.6 mmol) in 100 mL of THF at −78° C. was added bis(2,2,2-trifluoroethyl) (methoxycarbonylmethyl)phosphonate (4.13 g, 12.98 mmol). Potassium bis(trimethylsilyl)amide (19.6 mL of a 15 wt % solution in toluene, 12.98 mmol) was added dropwise over 20 min and the mixture was stirred an additional 1 h at −78° C. Then there was added isopropyl 2-formyl-6-(trifluoromethyl)benzoate (1.5 g, 5.74 mmol) in 10 mL of THF and the resulting cloudy mixture was stirred at −78... The reactants are dinitro-diaza-alkanes, CN (methylamine), C(C)N (ethylamine), chloroformic acid ester, [N+](=O)(O)[O-] (nitric acid), N (ammonia), [OH-].[Na+] (sodium hydroxide). Run in C(C)O (ethanol). The product is CN[N+](=O)[O-] (methylnitroamine), C(C)N[N+](=O)[O-] (ethylnitroamine). Reaction SMILES: CN.[CH2:3]([NH2:5])[CH3:4].[OH-].[Na+].[N+:8]([O-:11])([OH:10])=[O:9].N>C(O)C>[CH3:3][NH:5][N+:8]([O-:10])=[O:9].[CH2:3]([NH:5][N+:8]([O-:11])=[O:9])[CH3:4] |f:2.3|. Reported procedure: In another proposed method for synthesis of the aforementioned mixture of three dinitro-diaza-alkanes, methylamine or ethylamine is reacted with a chloroformic acid ester using sodium hydroxide solution to form an intermediate product which is then nitrated with nitric acid. The nitration product is reacted by means of ammonia and ethanol at reflux to form methylnitroamine or ethylnitroamine, which is then condensed to form the dinitro-diaza-alkanes as in the preceding method. In this process, t... The reactants are CC(C)(C)c1ccc2[nH]ccc2c1, CN(C)C=O, CC#N, O=C=NS(=O)(=O)Cl. Product: CC(C)(C)c1ccc2[nH]cc(C#N)c2c1. Reaction SMILES: [C:8]([CH3:9])([CH3:10])([CH3:11])[c:12]1[cH:13][c:14]2[cH:15][cH:16][nH:17][c:18]2[cH:19][cH:20]1.[CH3:21][N:22]([CH3:23])[CH:24]=[O:25].[CH3:26][C:27]#[N:28].[Cl:1][S:2](=[O:4])([N:5]=[C:6]=[O:3])=[O:7]>>[N:5]#[C:6][c:15]1[c:14]2[cH:13][c:12]([C:8]([CH3:9])([CH3:10])[CH3:11])[cH:20][cH:19][c:18]2[nH:17][cH:16]1. Reactants: Cc1nnc(C(=C2CCN(C(=O)OC(C)(C)C)CC2)c2ccccc2)o1, COc1cnc(-c2nnc(C)[nH]2)c2[nH]cc(C(=O)C(=O)O)c12, ClCCl, Cl, O=C(O)C(F)(F)F. Product: COc1cnc(-c2nnc(C)[nH]2)c2[nH]cc(C(=O)C(=O)N3CCC(=C(c4ccccc4)c4nnc(C)o4)CC3)c12. As a reaction SMILES: [C:1]([O:2][C:6](=[O:7])[N:8]1[CH2:9][CH2:10][C:11](=[C:14]([c:15]2[o:16][c:17]([CH3:20])[n:18][n:19]2)[c:21]2[cH:22][cH:23][cH:24][cH:25][cH:26]2)[CH2:12][CH2:13]1)([CH3:3])([CH3:4])[CH3:5].[CH3:35][O:36][c:37]1[c:38]2[c:39]([C:52]([C:53]([OH:54])=[O:55])=[O:56])[cH:40][nH:41][c:42]2[c:43](-[c:46]2[nH:47][c:48]([CH3:51])[n:49][n:50]2)[n:44][cH:45]1.[Cl:57][CH2:58][Cl:59].[ClH:34].[F:27][C:28]([F:29])([F:30])[C:31]([OH:32])=[O:33]>>[C:6](=[O:7])([N:8]1[CH2:9][CH2:10][C:11](=[C:14]([c:15]2[o:16][c:17]([CH3:20])[n:18][n:19]2)[c:21]2[cH:22][cH:23][cH:24][cH:25][cH:26]2)[CH2:12][CH2:13]1)[C:52]([c:39]1[c:38]2[c:37]([O:36][CH3:35])[cH:45][n:44][c:43](-[c:46]3[nH:47][c:48]([CH3:51])[n:49][n:50]3)[c:42]2[nH:41][cH:40]1)=[O:56].